This data is from the Open Reaction Database (ORD), a public repository of structured organic reaction records. The task is: describe an organic reaction: reactants, conditions, products, and yield The reactants are BrC(=C)C(F)(F)F (2-bromo-3,3,3-trifluoroprop-1-ene), resultant mixture, C(=O)([O-])[O-].[Na+].[Na+] (Na2CO3), FC1=CC(=C(C=C1)N1C[C@H](N(CC1)S(=O)(=O)C1=CC(=CC=C1)B1OC(C(O1)(C)C)(C)C)C)C(F)(F)F ((R)-4-(4-fluoro-2-(trifluoromethyl)phenyl)-2-methyl-1-(3-(4,4,5,5-tetramethyl-1,3,2-dioxaborolan-2-yl)phenylsulfonyl)piperazine), C1=CC=C(C=C1)P(C2=CC=CC=C2)C3=CC=CC=C3 (PPh3). The reagents and catalysts are [Pd] (Pd). The solvent is CCOCC (Et2O), C1CCOC1 (THF). Product: FC1=CC(=C(C=C1)N1C[C@H](N(CC1)S(=O)(=O)C1=CC(=CC=C1)C(=C)C(F)(F)F)C)C(F)(F)F ((R)-4-(4-fluoro-2-(trifluoromethyl)phenyl)-2-methyl-1-(3-(3,3,3-trifluoroprop-1-en-2-yl)phenylsulfonyl)piperazine). Yield: 83.6%. As a reaction SMILES: [F:1][C:2]1[CH:7]=[CH:6][C:5]([N:8]2[CH2:13][CH2:12][N:11]([S:14]([C:17]3[CH:22]=[CH:21][CH:20]=[C:19](B4OC(C)(C)C(C)(C)O4)[CH:18]=3)(=[O:16])=[O:15])[C@H:10]([CH3:32])[CH2:9]2)=[C:4]([C:33]([F:36])([F:35])[F:34])[CH:3]=1.C1C=CC(P(C2C=CC=CC=2)C2C=CC=CC=2)=CC=1.C([O-])([O-])=O.[Na+].[Na+].Br[C:63]([C:65]([F:68])([F:67])[F:66])=[CH2:64]>C1COCC1.CCOCC.[Pd]>[F:1][C:2]1[CH:7]=[CH:6][C:5]([N:8]2[CH2:13][CH2:12][N:11]([S:14]([C:17]3[CH:22]=[CH:21][CH:20]=[C:19]([C:63]([C:65]([F:68])([F:67])[F:66])=[CH2:64])[CH:18]=3)(=[O:16])=[O:15])[C@H:10]([CH3:32])[CH2:9]2)=[C:4]([C:33]([F:34])([F:36])[F:35])[CH:3]=1 |f:2.3.4|. Procedure details: A solution of (R)-4-(4-fluoro-2-(trifluoromethyl)phenyl)-2-methyl-1-(3-(4,4,5,5-tetramethyl-1,3,2-dioxaborolan-2-yl)phenylsulfonyl)piperazine (106 mg, 0.2 mmol) and Pd(PPh3 (12 mg, 0.01 mmol) in THF (2 mL) was degassed and then added Na2CO3 (0.6 mL, 1.0 M in water, 0.6 mmol) and 2-bromo-3,3,3-trifluoroprop-1-ene (105 mg, 0.6 mmol) under N2. The resultant mixture was heated in a sealed tube in an oil bath at 60° C. overnight. After cooling, diluted with Et2O (10 mL), washed with brine and extract...